Dataset: the Open Reaction Database (ORD), a public repository of structured organic reaction records. Task: describe an organic reaction: reactants, conditions, products, and yield Reactants: [I-].C[S+](C)C (Trimethylsulfonium iodide), [H-].[Na+] (sodium hydride), O (water), C=1(N=NN2C=NC3=C(C21)C=CN3)C3CCC(CC3)=CC#N (2-[4-(7H-pyrrolo[3,2-e][1,2,3]triazolo[1,5-c]pyrimidin-1-yl)cyclohexylidene]acetonitrile). The solvent is CS(=O)C (dimethyl sulfoxide). Reaction conditions: time 15 hour. Yields the product C=1(N=NN2C=NC3=C(C21)C=CN3)C3CCC2(CC2C#N)CC3 (6-(7H-Pyrrolo[3,2-e][1,2,3]triazolo[1,5-c]pyrimidin-1-yl)spiro[2.5]octane-1-carbonitrile). Isolated yield 36.8%. Reaction SMILES: [I-].[CH3:2][S+](C)C.[H-].[Na+].[C:8]1([CH:20]2[CH2:25][CH2:24][C:23](=[CH:26][C:27]#[N:28])[CH2:22][CH2:21]2)[N:9]=[N:10][N:11]2[C:16]=1[C:15]1[CH:17]=[CH:18][NH:19][C:14]=1[N:13]=[CH:12]2.O>CS(C)=O>[C:8]1([CH:20]2[CH2:21][CH2:22][C:23]3([CH:26]([C:27]#[N:28])[CH2:2]3)[CH2:24][CH2:25]2)[N:9]=[N:10][N:11]2[C:16]=1[C:15]1[CH:17]=[CH:18][NH:19][C:14]=1[N:13]=[CH:12]2 |f:0.1,2.3|. Procedure: Trimethylsulfonium iodide (59.0 μL, 0.269 mmol) in dimethyl sulfoxide (1 mL) was stirred with sodium hydride (55 wt % dispersion in mineral oil, 12.0 mg, 0.269 mmol) at room temperature for 30 minutes. The reaction mixture was mixed with 2-[4-(7H-pyrrolo[3,2-e][1,2,3]triazolo[1,5-c]pyrimidin-1-yl)cyclohexylidene]acetonitrile (15.0 mg, 0.0539 mmol) obtained in Synthetic Examplea 434 and then stirred at room temperature for 15 hours. After addition of water, the reaction mixture was extracted with... The reactants are O (water), C(C)(=O)OC1=CC(=CC2=C1C=CO2)C(=O)OCC (Ethyl 4-(acetyloxy)benzofuran-6-carboxylate), O1CCOCC1 (1,4-dioxane), C([O-])([O-])=O.[K+].[K+] (potassium carbonate), CB1OB(OB(O1)C)C (trimethylboroxine). Reagents/catalysts: C1=CC=C(C=C1)P([C-]2C=CC=C2)C3=CC=CC=C3.C1=CC=C(C=C1)P([C-]2C=CC=C2)C3=CC=CC=C3.Cl[Pd]Cl.[Fe+2] (1,1′-bis(diphenylphosphino)ferrocene dichloropalladium (II)). Reaction conditions: temperature 110 celsius, time 2 hour. The product is COCCCOC=1C=C(C=C(C1)C)C(C)=O (1-[3-(3-methoxypropoxy)-5-methylphenyl]ethanone). RXN SMILES: C(O[C:5]1[C:10]2[CH:11]=[CH:12][O:13][C:9]=2[CH:8]=[C:7]([C:14](OCC)=O)[CH:6]=1)(=O)C.[C:19](=[O:22])([O-])[O-].[K+].[K+].[CH3:25]B1OB(C)OB(C)O1.O.[O:35]1[CH2:40]COC[CH2:36]1>C1C=CC(P(C2C=CC=CC=2)[C-]2C=CC=C2)=CC=1.C1C=CC(P(C2C=CC=CC=2)[C-]2C=CC=C2)=CC=1.Cl[Pd]Cl.[Fe+2]>[CH3:36][O:35][CH2:40][CH2:11][CH2:12][O:13][C:9]1[CH:10]=[C:5]([C:19](=[O:22])[CH3:25])[CH:6]=[C:7]([CH3:14])[CH:8]=1 |f:1.2.3,7.8.9.10|. Reported procedure: To a solution of the compound obtained in the (1) (8.22 g) in 1,4-dioxane 9100 mL) were added potassium carbonate (8.6 g), trimethylboroxine (3.5 mL) and 1,1′-bis(diphenylphosphino)ferrocene dichloropalladium (II) (1.51 g), and the mixture was heated to stir at 110° C. for 2 hours. After cooling to room temperature, thereto was added water, and the mixture was extracted with ethyl acetate. The organic layer was washed with saturated saline, dried over sodium sulfate, and then concentrated under ... Conditions: temperature 50 celsius, time 4 hour. Procedure: To a solution of 2-chloro-5-nitropyridine (2.5 g, 15.7 mmol) in THF (25 mL), are added 1-isopropylpiperazine (2.01 g, 15.7 mmol) and K2CO3 (3.25 g, 23.6 mmol). The reaction mixture is stirred at 50° C. for 4 hours and then at 70° C. overnight. The solvent is removed in vacuo and the resultant orange solid is triturated using 10:1 petroleum ether-diethyl ether. The isolated compound (3.7 g, 94%) is used in the next step without further purification. The reactants are ClC1=NC=C(C=C1)[N+](=O)[O-] (2-chloro-5-nitropyridine), C(C)(C)N1CCNCC1 (1-isopropylpiperazine), C(=O)([O-])[O-].[K+].[K+] (K2CO3). The solvent is C1CCOC1 (THF). Reaction SMILES: Cl[C:2]1[CH:7]=[CH:6][C:5]([N+:8]([O-:10])=[O:9])=[CH:4][N:3]=1.[CH:11]([N:14]1[CH2:19][CH2:18][NH:17][CH2:16][CH2:15]1)([CH3:13])[CH3:12].C([O-])([O-])=O.[K+].[K+]>C1COCC1>[CH:11]([N:14]1[CH2:19][CH2:18][N:17]([C:2]2[CH:7]=[CH:6][C:5]([N+:8]([O-:10])=[O:9])=[CH:4][N:3]=2)[CH2:16][CH2:15]1)([CH3:13])[CH3:12] |f:2.3.4|. The product is C(C)(C)N1CCN(CC1)C1=NC=C(C=C1)[N+](=O)[O-] (1-Isopropyl-4-(5-nitro-pyridin-2-yl)-piperazine). Reactants: Cc1c(C=O)ncn1C(c1ccccc1)(c1ccccc1)c1ccccc1, CCCCCC, CC(C)NC(C)C, [Li]CCCC, C1CCOC1, O, O=C(O)C(=O)O, O=C1CCCc2cc3ccccc3n21. Product: Cc1c(C(O)C2CCc3cc4ccccc4n3C2=O)ncn1C(c1ccccc1)(c1ccccc1)c1ccccc1. As a reaction SMILES: [CH3:27][c:28]1[c:29]([CH:52]=[O:53])[n:30][cH:31][n:32]1[C:33]([c:34]1[cH:35][cH:36][cH:37][cH:38][cH:39]1)([c:40]1[cH:41][cH:42][cH:43][cH:44][cH:45]1)[c:46]1[cH:47][cH:48][cH:49][cH:50][cH:51]1.[CH3:65][CH2:66][CH2:67][CH2:68][CH2:69][CH3:70].[CH:1]([NH:2][CH:3]([CH3:4])[CH3:5])([CH3:6])[CH3:7].[Li:8][CH2:9][CH2:10][CH2:11][CH3:12].[O:60]1[CH2:61][CH2:62][CH2:63][CH2:64]1.[OH2:71].[OH:54][C:55]([C:56](=[O:57])[OH:58])=[O:59].[cH:13]1[c:14]2[cH:15][c:16]3[n:17]([c:18]2[cH:19][cH:20][cH:21]1)[C:22](=[O:26])[CH2:23][CH2:24][CH2:25]3>>[cH:13]1[c:14]2[cH:15][c:16]3[n:17]([c:18]2[cH:19][cH:20][cH:21]1)[C:22](=[O:26])[CH:23]([CH:52]([c:29]1[c:28]([CH3:27])[n:32]([C:33]([c:34]2[cH:35][cH:36][cH:37][cH:38][cH:39]2)([c:40]2[cH:41][cH:42][cH:43][cH:44][cH:45]2)[c:46]2[cH:47][cH:48][cH:49][cH:50][cH:51]2)[cH:31][n:30]1)[OH:53])[CH2:24][CH2:25]3. Reactants: C(CC(=O)OCC)(=O)OC(C)(C)C (tert-butyl ethyl malonate), [H-].[Na+] (NaH), ICCC#C (4-iodobut-1-yne). Run in CCOCC (ether), CN(C)C=O (DMF). Conditions: time 1 hour. Yields the product C(CC#C)C(C(=O)OC(C)(C)C)C(=O)OCC (tert-butyl ethyl but-3-yn-1-ylpropanedioate). As a reaction SMILES: [H-].[Na+].[C:3]([O:11][C:12]([CH3:15])([CH3:14])[CH3:13])(=[O:10])[CH2:4][C:5]([O:7][CH2:8][CH3:9])=[O:6].I[CH2:17][CH2:18][C:19]#[CH:20]>CN(C=O)C.CCOCC>[CH2:20]([CH:4]([C:5]([O:7][CH2:8][CH3:9])=[O:6])[C:3]([O:11][C:12]([CH3:14])([CH3:13])[CH3:15])=[O:10])[CH2:19][C:18]#[CH:17] |f:0.1|. Procedure details: A suspension of NaH (60%, 8.50 g, 213 mmol) in 200 mL of DMF was added tert-butyl ethyl malonate (36.3 g, 193 mmol) drop-wise at 25° C. The mixture was stirred for 1 hour and 4-iodobut-1-yne (38.2 g, 212.2 g) was added drop-wise. The resulting suspension was stirred overnight and diluted with 1 L of ether, and washed with water (3×200 mL), brine, dried over anhydrous Na2SO4 and concentrated to afford tert-butyl ethyl but-3-yn-1-ylpropanedioate, which was used directly in the next step. RXN SMILES: [Br:1][C:2]1[CH:7]=[CH:6][C:5]([CH2:8][CH2:9]O)=[CH:4][CH:3]=1.[Br:11]C(Br)(Br)Br.C1(P(C2C=CC=CC=2)C2C=CC=CC=2)C=CC=CC=1>O1CCCC1>[Br:1][C:2]1[CH:7]=[CH:6][C:5]([CH2:8][CH2:9][Br:11])=[CH:4][CH:3]=1. Starting materials: BrC1=CC=C(C=C1)CCO (2-(4-bromophenyl)ethanol), BrC(Br)(Br)Br (tetrabromomethane), C1(=CC=CC=C1)P(C1=CC=CC=C1)C1=CC=CC=C1 (triphenylphosphine). Conditions: time 1 hour. Yields the product BrC1=CC=C(C=C1)CCBr (1-bromo-4-(2-bromoethyl)benzene). Yield: 157.7%. Reported procedure: To a solution of 2-(4-bromophenyl)ethanol (1.00 g) and tetrabromomethane (3.96 g) in tetrahydrofuran (10 ml) was added triphenylphosphine (2.87 g) at room temperature and the mixture was stirred at the same temperature for 1 hour under nitrogen. The mixture was evaporated under reduced pressure. The residue was purified by silica gel column chromatography to give 1-bromo-4-(2-bromoethyl)benzene (2.07 g). The solvent is O1CCCC1 (tetrahydrofuran). Reactants: C1(=CC=CC=C1)CC(=O)O (2-phenylacetic acid), Cl.CN(CCCN=C=NCC)C (1-(3-dimethylaminopropyl)-3-ethylcarbodiimide hydrochloride), Cl.C(C)(=O)O[C@@H]1O[C@@H]([C@H]([C@@H]([C@H]1N)OC(C)=O)OC(C)=O)COC(C)=O ((2S,3R,4R,5S,6R)-6-(acetoxymethyl)-3-amino-tetrahydro-2H-pyran-2,4,5-triyl triacetate hydrochloride). Reagents/catalysts: CN(C1=CC=NC=C1)C (4-(dimethylamino)pyridine). Run in C(Cl)Cl (CH2Cl2), C(Cl)Cl (CH2Cl2). Conditions: time 12 hour. Yields the product C(C)(=O)O[C@@H]1O[C@@H]([C@H]([C@@H]([C@H]1NC(CC1=CC=CC=C1)=O)OC(C)=O)OC(C)=O)COC(C)=O ((2S,3R,4R,5S,6R)-6-(acetoxymethyl)-3-(2-phenylacetamido)-tetrahydro-2H-pyran-2,4,5-triyl triacetate). The yield is 68.6%. Reaction SMILES: Cl.[C:2]([O:5][C@H:6]1[C@H:11]([NH2:12])[C@@H:10]([O:13][C:14](=[O:16])[CH3:15])[C@H:9]([O:17][C:18](=[O:20])[CH3:19])[C@@H:8]([CH2:21][O:22][C:23](=[O:25])[CH3:24])[O:7]1)(=[O:4])[CH3:3].Cl.CN(C)CCCN=C=NCC.[C:38]1([CH2:44][C:45](O)=[O:46])[CH:43]=[CH:42][CH:41]=[CH:40][CH:39]=1>C(Cl)Cl.CN(C)C1C=CN=CC=1>[C:2]([O:5][C@H:6]1[C@H:11]([NH:12][C:45](=[O:46])[CH2:44][C:38]2[CH:43]=[CH:42][CH:41]=[CH:40][CH:39]=2)[C@@H:10]([O:13][C:14](=[O:16])[CH3:15])[C@H:9]([O:17][C:18](=[O:20])[CH3:19])[C@@H:8]([CH2:21][O:22][C:23](=[O:25])[CH3:24])[O:7]1)(=[O:4])[CH3:3] |f:0.1,2.3|. Procedure details: To a suspension of (2S,3R,4R,5S,6R)-6-(acetoxymethyl)-3-amino-tetrahydro-2H-pyran-2,4,5-triyl triacetate hydrochloride (0.500 g, 1.31 mmol) in CH2Cl2 (20 mL) was added 4-(dimethylamino)pyridine (0.478 g, 3.91 mmol) followed by 1-(3-dimethylaminopropyl)-3-ethylcarbodiimide hydrochloride (0.300 g, 1.57 mmol) and 2-phenylacetic acid (0.2132 g, 1.57 mmol). The reaction was stirred for 12 h. Additional CH2Cl2 (80 mL) was added and the organic layer was washed once with saturated aqueous NaHCO3 (10 mL... Reactants: COC(=O)C(Cc1ccc(-c2ccccc2)cc1)NC(=O)c1cc(Br)ccc1OCc1ccccc1, [Li+], [OH-]. Yields the product O=C(NC(Cc1ccc(-c2ccccc2)cc1)C(=O)O)c1cc(Br)ccc1OCc1ccccc1. Reaction SMILES: [CH3:1][O:2][C:3]([CH:4]([CH2:5][c:6]1[cH:7][cH:8][c:9](-[c:12]2[cH:13][cH:14][cH:15][cH:16][cH:17]2)[cH:10][cH:11]1)[NH:18][C:19]([c:20]1[c:21]([O:27][CH2:28][c:29]2[cH:30][cH:31][cH:32][cH:33][cH:34]2)[cH:22][cH:23][c:24]([Br:26])[cH:25]1)=[O:35])=[O:36].[Li+:38].[OH-:37]>>[O:2]=[C:3]([CH:4]([CH2:5][c:6]1[cH:7][cH:8][c:9](-[c:12]2[cH:13][cH:14][cH:15][cH:16][cH:17]2)[cH:10][cH:11]1)[NH:18][C:19]([c:20]1[c:21]([O:27][CH2:28][c:29]2[cH:30][cH:31][cH:32][cH:33][cH:34]2)[cH:22][cH:23][c:24]([Br:26])[cH:25]1)=[O:35])[OH:36]. Procedure details: A solution of 4-phenoxyphenyl methyl sulfone (1.0 g, 4.0 mmol) in 40 mL of THF at −78° C. was treated with n-butyllithium (1.6 mL, 2.5 M in hexanes), stirred 15 minutes at −78° C., treated with propylene oxide (257 μL), stirred from −78° C. to 23° C. over 16 hours, quenched with H2O, extracted with ethyl acetate, washed with brine, dried over Na2SO4, filtered, and concentrated. Purification on silica gel with 1:1 hexanes/ethyl acetate provided 1.1 g (100%) of the desired product. Yield: 100.0%. The product is O(C1=CC=CC=C1)C1=CC=C(C=C1)S(=O)(=O)CCC(C)O ((±)-4-((4-phenoxyphenyl)sulfonyl)-2-butanol). Run at temperature -78 celsius, time 15 minute. RXN SMILES: [CH3:1][S:2]([C:5]1[CH:10]=[CH:9][C:8]([O:11][C:12]2[CH:17]=[CH:16][CH:15]=[CH:14][CH:13]=2)=[CH:7][CH:6]=1)(=[O:4])=[O:3].C([Li])CCC.[CH2:23]1[O:26][CH:24]1[CH3:25]>C1COCC1>[O:11]([C:8]1[CH:7]=[CH:6][C:5]([S:2]([CH2:1][CH2:23][CH:24]([OH:26])[CH3:25])(=[O:3])=[O:4])=[CH:10][CH:9]=1)[C:12]1[CH:13]=[CH:14][CH:15]=[CH:16][CH:17]=1. Run in C1CCOC1 (THF). The reactants are CS(=O)(=O)C1=CC=C(C=C1)OC1=CC=CC=C1 (4-phenoxyphenyl methyl sulfone), C(CCC)[Li] (n-butyllithium), C1C(C)O1 (propylene oxide). Reactants: CCCC[N+](CCCC)(CCCC)CCCC.[F-] (TBAF), C1CN2CC1C(C2)C3=NC(=NO3)N (oxadiazole), FC=1C=C(C=C(C1)F)C1(CCCCC1)CCC(=O)O (3-(1-(3,5-difluorophenyl)cyclohexyl)propanoic acid), O\N=C(/N)\C=1C(NC(=CC1)C)=O ((Z)—N′-hydroxy-6-methyl-2-oxo-1,2-dihydropyridine-3-carboximidamide), C(C)(C)N=C=NC(C)C (N,N′-diisopropylcarbodiimide), CCCC[N+](CCCC)(CCCC)CCCC.[F-] (TBAF). Run in CCOC(=O)C (EtOAc), C(C)#N (acetonitrile). Run at time 2.5 hour. Product: FC=1C=C(C=C(C1)F)C1(CCCCC1)CCC1=NC(=NO1)C=1C(NC(=CC1)C)=O (3-(5-(2-(1-(3,5-difluorophenyl)cyclohexyl)ethyl)-1,2,4-oxadiazol-3-yl)-6-methylpyridin-2(1H)-one). Isolated yield 26.7%. As a reaction SMILES: [F:1][C:2]1[CH:3]=[C:4]([C:9]2([CH2:15][CH2:16][C:17]([OH:19])=O)[CH2:14][CH2:13][CH2:12][CH2:11][CH2:10]2)[CH:5]=[C:6]([F:8])[CH:7]=1.O/[N:21]=[C:22](/[C:24]1[C:25](=[O:31])[NH:26][C:27]([CH3:30])=[CH:28][CH:29]=1)\[NH2:23].C(N=C=NC(C)C)(C)C.CCCC[N+](CCCC)(CCCC)CCCC.[F-].C1C2C(C3ON=C(N)N=3)CN(C2)C1>C(#N)C.CCOC(C)=O>[F:1][C:2]1[CH:3]=[C:4]([C:9]2([CH2:15][CH2:16][C:17]3[O:19][N:23]=[C:22]([C:24]4[C:25](=[O:31])[NH:26][C:27]([CH3:30])=[CH:28][CH:29]=4)[N:21]=3)[CH2:10][CH2:11][CH2:12][CH2:13][CH2:14]2)[CH:5]=[C:6]([F:8])[CH:7]=1 |f:3.4|. Reported procedure: To a solution of 3-(1-(3,5-difluorophenyl)cyclohexyl)propanoic acid (20 mg, 0.075 mmol) and (Z)—N′-hydroxy-6-methyl-2-oxo-1,2-dihydropyridine-3-carboximidamide (12.46 mg, 0.075 mmol) in acetonitrile (1 mL) was added N,N′-diisopropylcarbodiimide (0.013 mL, 0.082 mmol), and the mixture was stirred for 2.5 hrs at room temp. TBAF (0.112 mL, 0.112 mmol) was added and the mixture was stirred at room temperature. The oxadiazole formation was very slow. After 1 day of stirring, an additional 0.112 mL of...